This data is from the Open Reaction Database (ORD), a public repository of structured organic reaction records. The task is: describe an organic reaction: reactants, conditions, products, and yield Starting materials: C(C)(=O)C1=CC=C(S1)B(O)O (5-Acetyl-2-thiophene boronic acid), N1(CCCC1)CC1N(CCC1)C(=O)C1=CC=C(C=C1)Br (4-(2-Pyrrolidin-1-ylmethyl-pyrrolidine-1-carbonyl)-phenyl bromide). Yields the product N1(CCCC1)C[C@H]1N(CCC1)C(=O)C1=CC=C(C=C1)C1=CC=C(S1)C(C)=O (1-{5-[4-((S)-2-Pyrrolidin-1-ylmethyl-pyrrolidine-1-carbonyl)-phenyl]-thiophen-2-yl}-ethanone). As a reaction SMILES: [C:1]([C:4]1[S:8][C:7](B(O)O)=[CH:6][CH:5]=1)(=[O:3])[CH3:2].[N:12]1([CH2:17][CH:18]2[CH2:22][CH2:21][CH2:20][N:19]2[C:23]([C:25]2[CH:30]=[CH:29][C:28](Br)=[CH:27][CH:26]=2)=[O:24])[CH2:16][CH2:15][CH2:14][CH2:13]1>>[N:12]1([CH2:17][C@@H:18]2[CH2:22][CH2:21][CH2:20][N:19]2[C:23]([C:25]2[CH:26]=[CH:27][C:28]([C:7]3[S:8][C:4]([C:1](=[O:3])[CH3:2])=[CH:5][CH:6]=3)=[CH:29][CH:30]=2)=[O:24])[CH2:13][CH2:14][CH2:15][CH2:16]1. Procedure: The title compound is prepared in a manner substantially analogous to Procedure Q starting from 5-Acetyl-2-thiophene boronic acid and 4-(2-Pyrrolidin-1-ylmethyl-pyrrolidine-1-carbonyl)-phenyl bromide to give 42 mg (37%). MS (ES+) 383.2 Reactants: C(C)S (Ethanethiol), C(Cl)(Cl)Cl (Chloroform), C(=S)=S (carbon disulfide), Cl (HCl), [Cl-].C(CCCCCCC)(=O)C(C(CCCCCCC)=O)(C(CCCCCCC)=O)[NH3+] (tricaprylylmethylammonium chloride), [OH-].[Na+] (NaOH), [OH-].[Na+] (NaOH). Run in CC(=O)C (acetone), O (Water), CC(=O)C (acetone). Conditions: time 20 minute. Product: C(C)SC(=S)SC(C(=O)O)(C)C (2-ethylsulfanylthiocarbonylsulfanyl-2-methyl propionic acid). Yield: 49.0%. Reaction SMILES: [CH2:1]([SH:3])[CH3:2].[Cl-].[C:5]([C:14]([NH3+])([C:24](=O)CCCCCCC)[C:15](=[O:23])CCCCCCC)(=O)CCCCCCC.[OH-:34].[Na+].[C:36](=[S:38])=[S:37].C(Cl)(Cl)Cl.Cl>O.CC(C)=O>[CH2:1]([S:3][C:36]([S:38][C:14]([CH3:5])([CH3:24])[C:15]([OH:34])=[O:23])=[S:37])[CH3:2] |f:1.2,3.4|. Procedure: Ethanethiol (7.21 mL, 0.1 mol), acetone (73 mL), and tricaprylylmethylammonium chloride (1.0 g, 2.5 mmol) were combined and cooled on an ice bath under N2. Added 9 mL of 50% (w/v) NaOH to the reaction mixture over 10 minutes. After 20 minutes, carbon disulfide (6.03 mL, 0.1 mol) and acetone (12.6 mL) were combined and added dropwise to the reaction over 30 minutes. Chloroform (12 mL, 0.15 mol) was added, followed by the addition of 80 mL of 50% (w/v) NaOH over 10 minutes. The yellow-orange mixtu...